From a dataset of the Open Reaction Database (ORD), a public repository of structured organic reaction records. describe an organic reaction: reactants, conditions, products, and yield The product is BrC1=CC=C(C=C1)/C=C/C(=O)OC(C)(C)C (trans t-butyl 3-(4-bromophenyl)acrylate), BrC1=CC=C(C=C1)[C@H]1[C@@H](C1)C(=O)OC(C)(C)C (trans t-butyl 2-(4-bromophenyl)cyclopropane carboxylate). Solvent: C1CCOC1 (THF), C1CCOC1 (THF), C1CCOC1 (THF). Isolated yield 97.5%. Procedure details: The trans t-butyl 3-(4-bromophenyl)acrylate was prepared as follows: A flame dried three-neck flask equipped with a thermometer, an addition funnel and a N2 inlet was charged with NaH (3.96 g, 99.1 mmol, 1.1 eq.) and anhydrous THF (120 mL). With moderate stirring under N2, a solution of t-butyl diethylphosphonoacetate (23.2 mL, 99.1 mmol, 1.1 eq.) dissolved in anhydrous THF (20 mL) was charged dropwise via addition funnel over a period of 30 min. The resulting mixture changed from a slurry to a ... The reactants are [H-].[Na+] (NaH), C(C)OP(=O)(OCC)CC(=O)OC(C)(C)C (t-butyl diethylphosphonoacetate), CC(C)(C)OC (MTBE), NH4CI, BrC1=CC=C(C=O)C=C1 (4-bromobenzaldehyde). As a reaction SMILES: [H-].[Na+].C(OP([CH2:11][C:12]([O:14][C:15]([CH3:18])([CH3:17])[CH3:16])=[O:13])(OCC)=O)C.[Br:19][C:20]1[CH:27]=[CH:26][C:23]([CH:24]=O)=[CH:22][CH:21]=1.[CH3:28]C(OC)(C)C>C1COCC1>[Br:19][C:20]1[CH:27]=[CH:26][C:23](/[CH:24]=[CH:11]/[C:12]([O:14][C:15]([CH3:16])([CH3:17])[CH3:18])=[O:13])=[CH:22][CH:21]=1.[Br:19][C:20]1[CH:27]=[CH:26][C:23]([C@@H:24]2[CH2:28][C@H:11]2[C:12]([O:14][C:15]([CH3:16])([CH3:17])[CH3:18])=[O:13])=[CH:22][CH:21]=1 |f:0.1|. The reactants are [N+](=O)([O-])C1=CC=C2C=CNC2=C1 (6-nitro-indole), [H-].[Na+] (NaH), [Cl-].[NH4+] (ammonium chloride), BrCC(=O)OC(C)(C)C (tert-butyl bromoacetate). Solvent: CN(C)C=O (DMF), CN(C)C=O (DMF). Reaction conditions: time 30 minute. The product is [N+](=O)([O-])C1=CC=C2C=CN(C2=C1)CC(=O)OC(C)(C)C (tert-Butyl 2-(6-nitro-1H-indol-1-yl)acetate). Yield: 47.0%. As a reaction SMILES: [H-].[Na+].[N+:3]([C:6]1[CH:14]=[C:13]2[C:9]([CH:10]=[CH:11][NH:12]2)=[CH:8][CH:7]=1)([O-:5])=[O:4].Br[CH2:16][C:17]([O:19][C:20]([CH3:23])([CH3:22])[CH3:21])=[O:18].[Cl-].[NH4+]>CN(C=O)C>[N+:3]([C:6]1[CH:14]=[C:13]2[C:9]([CH:10]=[CH:11][N:12]2[CH2:16][C:17]([O:19][C:20]([CH3:23])([CH3:22])[CH3:21])=[O:18])=[CH:8][CH:7]=1)([O-:5])=[O:4] |f:0.1,4.5|. Procedure details: NaH (4.5 mmol, 1.5 equiv.) was suspended in DMF (5 ml), and 6-nitro-indole (3 mmol, 1 equiv.), dissolved in DMF (5 ml), was added at 0° C. The mixture was stirred for 30 min. Then tert-butyl bromoacetate (3.6 mmol, 1.2 equiv.) was added and the mixture was stirred for 15 h at 25° C. The reaction mixture was hydrolysed with ammonium chloride and extracted with ethyl acetate (3×20 ml). The combined organic phases were washed with water and sat. NaCl solution (in each case 20 ml), dried over Na2SO4... Reactants: CC(C)(C)OC(=O)NN, COc1cccc(C=O)c1, C1CCOC1. The product is COc1cccc(C=NNC(=O)OC(C)(C)C)c1. Reaction SMILES: [C:11]([NH:12][NH2:13])(=[O:14])[O:15][C:16]([CH3:17])([CH3:18])[CH3:19].[CH3:1][O:2][c:3]1[cH:4][c:5]([CH:6]=[O:7])[cH:8][cH:9][cH:10]1.[O:20]1[CH2:21][CH2:22][CH2:23][CH2:24]1>>[CH3:1][O:2][c:3]1[cH:4][c:5]([CH:6]=[N:13][NH:12][C:11](=[O:14])[O:15][C:16]([CH3:17])([CH3:18])[CH3:19])[cH:8][cH:9][cH:10]1. The reactants are N([C@@H](CC1=CC=CC=C1)C(=O)O)C(=O)OC(C)(C)C (Boc-Phe-OH), NCC(=O)N[C@@H](C)C(=O)OC.Cl (H-Gly-Ala-OCH3.HCl), anhydride. The product is N([C@@H](CC1=CC=CC=C1)C(=O)NCC(=O)N[C@@H](C)C(=O)OC)C(=O)OC(C)(C)C (Boc-Phe-Gly-Ala-OCH3). Yield: 74.1%. RXN SMILES: [NH:1]([C:13]([O:15][C:16]([CH3:19])([CH3:18])[CH3:17])=[O:14])[C@H:2]([C:10]([OH:12])=O)[CH2:3][C:4]1[CH:9]=[CH:8][CH:7]=[CH:6][CH:5]=1.[NH2:20][CH2:21][C:22]([NH:24][C@H:25]([C:27]([O:29][CH3:30])=[O:28])[CH3:26])=[O:23].Cl>>[NH:1]([C:13]([O:15][C:16]([CH3:19])([CH3:18])[CH3:17])=[O:14])[C@H:2]([C:10]([NH:20][CH2:21][C:22]([NH:24][C@H:25]([C:27]([O:29][CH3:30])=[O:28])[CH3:26])=[O:23])=[O:12])[CH2:3][C:4]1[CH:5]=[CH:6][CH:7]=[CH:8][CH:9]=1 |f:1.2|. Procedure details: Boc-Phe-OH (26.5 g, 100 mmol) was coupled to H-Gly-Ala-OCH3.HCl (19.6 g, 100 mmol) using a mixed anhydride procedure. After crystallization from ethyl acetate:hexane, 30.2 g of Boc-Phe-Gly-Ala-OCH3 (m.p. 126.4°-127.8°) were obtained. Starting materials: N (ammonia), ClC1=C(C=CC=C1)CCC#N (3-(o-chlorophenyl)propionitrile), N (ammonia), [Na] (Sodium), [Na] (sodium), solid, [N+](=O)([O-])[O-].[NH4+] (ammonium nitrate). Reagents/catalysts: [N+](=O)([O-])[O-].[Fe+3].[N+](=O)([O-])[O-].[N+](=O)([O-])[O-] (iron (III) nitrate). Reaction conditions: time 3 hour. Yields the product C(#N)C1CC=2C1=CC=CC2 (1-Cyanobenzocyclobutene). The yield is 50.0%. Reaction SMILES: N.[Na].Cl[C:4]1[CH:9]=[CH:8][CH:7]=[CH:6][C:5]=1[CH2:10][CH2:11][C:12]#[N:13].[N+]([O-])([O-])=O.[NH4+]>[N+]([O-])([O-])=O.[Fe+3].[N+]([O-])([O-])=O.[N+]([O-])([O-])=O>[C:12]([CH:11]1[C:6]2=[CH:7][CH:8]=[CH:9][CH:4]=[C:5]2[CH2:10]1)#[N:13] |f:3.4,5.6.7.8,^1:1|. Reported procedure: A 3-liter, three-necked flask equipped with a dry ice condenser, mechanical stirrer and Claisen adapter fitted with an ammonia gas inlet and nitrogen inlet is rinsed with acetone, dried in an oven at 125° C., and heated with an air gun while flushing with nitrogen. The apparatus is cooled in a dry ice-acetone bath and the condenser is filled with a dry ice-acetone mixture. Ammonia gas flow is initiated and 600 ml is condensed out. The ammonia inlet tube is replaced by a stopper, and 0.4 g of pow... Starting materials: COC(=O)CBr, C1CCOC1, FC(F)(F)c1c[nH]cn1, [H-], [Na+]. The product is COC(=O)Cn1cnc(C(F)(F)F)c1. Reaction SMILES: [Br:12][CH2:13][C:14](=[O:15])[O:16][CH3:17].[CH2:18]1[O:19][CH2:20][CH2:21][CH2:22]1.[F:1][C:2]([c:3]1[n:4][cH:5][nH:6][cH:7]1)([F:8])[F:9].[H-:10].[Na+:11]>>[F:1][C:2]([c:3]1[n:4][cH:5][n:6]([CH2:13][C:14](=[O:15])[O:16][CH3:17])[cH:7]1)([F:8])[F:9].